From a dataset of the Open Reaction Database (ORD), a public repository of structured organic reaction records. describe an organic reaction: reactants, conditions, products, and yield Starting materials: Cn1cc(Br)nc(Br)c1=O, O=C([O-])[O-], C1COCCO1, [Cs+], [Cs+], CC(C)(C)OC(=O)N1CCC(c2ccc(N)cc2)CC1, O=C(C=Cc1ccccc1)C=Cc1ccccc1, O=C(C=Cc1ccccc1)C=Cc1ccccc1, O=C(C=Cc1ccccc1)C=Cc1ccccc1, [Pd], [Pd]. Yields the product Cn1cc(Br)nc(Nc2ccc(C3CCN(C(=O)OC(C)(C)C)CC3)cc2)c1=O. RXN SMILES: [Br:21][c:22]1[c:23](=[O:30])[n:24]([CH3:29])[cH:25][c:26]([Br:28])[n:27]1.[C:31](=[O:32])([O-:33])[O-:34].[CH2:93]1[O:94][CH2:95][CH2:96][O:97][CH2:98]1.[Cs+:35].[Cs+:36].[NH2:1][c:2]1[cH:3][cH:4][c:5]([CH:8]2[CH2:9][CH2:10][N:11]([C:14](=[O:15])[O:16][C:17]([CH3:18])([CH3:19])[CH3:20])[CH2:12][CH2:13]2)[cH:6][cH:7]1.[O:39]=[C:40]([CH:41]=[CH:42][c:43]1[cH:44][cH:45][cH:46][cH:47][cH:48]1)[CH:49]=[CH:50][c:51]1[cH:52][cH:53][cH:54][cH:55][cH:56]1.[O:57]=[C:58]([CH:59]=[CH:60][c:61]1[cH:62][cH:63][cH:64][cH:65][cH:66]1)[CH:67]=[CH:68][c:69]1[cH:70][cH:71][cH:72][cH:73][cH:74]1.[O:75]=[C:76]([CH:77]=[CH:78][c:79]1[cH:80][cH:81][cH:82][cH:83][cH:84]1)[CH:85]=[CH:86][c:87]1[cH:88][cH:89][cH:90][cH:91][cH:92]1.[Pd:37].[Pd:38]>>[NH:1]([c:2]1[cH:3][cH:4][c:5]([CH:8]2[CH2:9][CH2:10][N:11]([C:14](=[O:15])[O:16][C:17]([CH3:18])([CH3:19])[CH3:20])[CH2:12][CH2:13]2)[cH:6][cH:7]1)[c:22]1[c:23](=[O:30])[n:24]([CH3:29])[cH:25][c:26]([Br:28])[n:27]1. Reactants: NC=1C(N(CC1C#N)CC1=CC=CC=C1)C (3-amino-4-cyano-1-benzyl-2-methyl-3-pyrroline), N (ammonia), low-boiling by-product, amine. The reagents and catalysts are [Ni] (Raney nickel), [Pd] (palladium). Run in C(C)O (ethanol). Yields the product NC1C(N(CC1CN)CC1=CC=CC=C1)C (3-Amino-4-aminomethyl-1-benzyl-2-methyl-pyrrolidine). RXN SMILES: [NH2:1][C:2]1[CH:3]([CH3:16])[N:4]([CH2:9][C:10]2[CH:15]=[CH:14][CH:13]=[CH:12][CH:11]=2)[CH2:5][C:6]=1[C:7]#[N:8].N>C(O)C.[Ni].[Pd]>[NH2:1][CH:2]1[CH:6]([CH2:7][NH2:8])[CH2:5][N:4]([CH2:9][C:10]2[CH:15]=[CH:14][CH:13]=[CH:12][CH:11]=2)[CH:3]1[CH3:16]. Procedure: In a manner to that in Example 1, 106.6 g of 3-amino-4-cyano-1-benzyl-2-methyl-3-pyrroline in 200 ml of ethanol and 200 g of gaseous ammonia is hydrogenated, in the presence of 6 g of Raney nickel containing 2% of palladium, for 4 hours at 120°C at a pressure of 100 atmospheres. The crude amine contains, on the basis of the gas-chromatogram, about 10% of low-boiling by-product. Fractional distillation through a packed column yields 52.1 g (47.6%), B.P. 126°-127°C/0.3 mm Hg.